Dataset: the Open Reaction Database (ORD), a public repository of structured organic reaction records. Task: describe an organic reaction: reactants, conditions, products, and yield Reactants: FC(OC1=CC=C(C=C1)C=1C=NC=C(C(=O)OC)C1)F (methyl 5-[4-(difluoromethoxy)phenyl]nicotinate). Reagents/catalysts: [Pt](=O)=O (platinum(IV) oxide), [Pd] (palladium/carbon). Solvent: C(C)(=O)O (acetic acid). Conditions: time 24 hour. The product is FC(OC1=CC=C(C=C1)C1CC(CNC1)C(=O)OC)F (Methyl 5-[4-(difluoromethoxy)phenyl]piperidine-3-carboxylate). As a reaction SMILES: [F:1][CH:2]([F:20])[O:3][C:4]1[CH:9]=[CH:8][C:7]([C:10]2[CH:11]=[N:12][CH:13]=[C:14]([CH:19]=2)[C:15]([O:17][CH3:18])=[O:16])=[CH:6][CH:5]=1>C(O)(=O)C.[Pd].[Pt](=O)=O>[F:20][CH:2]([F:1])[O:3][C:4]1[CH:5]=[CH:6][C:7]([CH:10]2[CH2:11][NH:12][CH2:13][CH:14]([C:15]([O:17][CH3:18])=[O:16])[CH2:19]2)=[CH:8][CH:9]=1. Procedure: A solution of 8.6 g (30.9 mmol) of methyl 5-[4-(difluoromethoxy)phenyl]nicotinate in concentrated acetic acid (112 ml) was admixed with 841 mg of palladium/carbon (10% palladium) and 1.12 g of platinum(IV) oxide. This was followed by hydrogenation under a hydrogen atmosphere at standard pressure for 24 h. The reaction solution was concentrated under reduced pressure. The residue was taken up in water, acidified (pH 1) with 1 N hydrochloric acid, extracted with diethyl ether, then basified (pH>10... Starting materials: C(C)(C)(C)OC(=O)N1C(/C(/C[C@H]1CC1=CC=C(C=C1)C1=CC=CC=C1)=C/N(C(C)C)C(C)C)=O ((R)-5-biphenyl-4-ylmethyl-3-[1-diisopropylamino-meth-(E)-ylidene]-2-oxo-pyrrolidine-1-carboxylic acid tert-butyl ester), [H][H] (hydrogen). Reagents/catalysts: [Pd].CC(=O)[O-].CC(=O)[O-].[Pb+2] (Lindlar Catalyst). Solvent: C(C)(=O)OCC (ethyl acetate). The product is C(C)(C)(C)OC(=O)N1C([C@@H](C[C@H]1CC1=CC=C(C=C1)C1=CC=CC=C1)C)=O ((3R,5S)-5-biphenyl-4-ylmethyl-3-methyl-2-oxo-pyrrolidine-1-carboxylic acid tert-butyl ester), C(C)(C)(C)OC(=O)N1C([C@H](C[C@H]1CC1=CC=C(C=C1)C1=CC=CC=C1)C)=O ((3S,5S)-5-biphenyl-4-ylmethyl-3-methyl-2-oxo-pyrrolidine-1-carboxylic acid tert-butyl ester). As a reaction SMILES: [C:1]([O:5][C:6]([N:8]1[C@H:12]([CH2:13][C:14]2[CH:19]=[CH:18][C:17]([C:20]3[CH:25]=[CH:24][CH:23]=[CH:22][CH:21]=3)=[CH:16][CH:15]=2)[CH2:11]/[C:10](=[CH:26]\N(C(C)C)C(C)C)/[C:9]1=[O:34])=[O:7])([CH3:4])([CH3:3])[CH3:2].[H][H]>[Pd].CC([O-])=O.CC([O-])=O.[Pb+2].C(OCC)(=O)C>[C:1]([O:5][C:6]([N:8]1[C@H:12]([CH2:13][C:14]2[CH:15]=[CH:16][C:17]([C:20]3[CH:21]=[CH:22][CH:23]=[CH:24][CH:25]=3)=[CH:18][CH:19]=2)[CH2:11][C@@H:10]([CH3:26])[C:9]1=[O:34])=[O:7])([CH3:4])([CH3:2])[CH3:3].[C:1]([O:5][C:6]([N:8]1[C@H:12]([CH2:13][C:14]2[CH:15]=[CH:16][C:17]([C:20]3[CH:21]=[CH:22][CH:23]=[CH:24][CH:25]=3)=[CH:18][CH:19]=2)[CH2:11][C@H:10]([CH3:26])[C:9]1=[O:34])=[O:7])([CH3:4])([CH3:2])[CH3:3] |f:2.3.4.5|. Procedure: 1.3 g (R)-5-Biphenyl-4-ylmethyl-3-[1-dimethylaminometh-(E/Z)-ylidene]-2-oxo-pyrrolidine-1-carboxylic acid tert-butyl ester (7-a, R1=Boc, R6=Me, R7=Me) is added to ethyl acetate (40 ml) at ambient temperature. 0.3 g of Lindlar Catalyst (ex Aldrich) is added to the mixture. The mixture is then pressurised under a hydrogen atmosphere to 2 bar. The mixture is stirred at ambient temperature and 2 bar hydrogen pressure for 3 days. The mixture is then filtered to remove the catalyst and concentrated un... The reactants are CCCc1nc2c(C)cc(-c3cn(Cc4ccccc4)cn3)cc2n1Cc1ccc(-c2ccccc2C(=O)OC(C)(C)C)cc1, ClCCl, O=C(O)C(F)(F)F. Product: CCCc1nc2c(C)cc(-c3cn(Cc4ccccc4)cn3)cc2n1Cc1ccc(-c2ccccc2C(=O)O)cc1. RXN SMILES: [CH2:1]([CH2:2][CH3:3])[c:4]1[n:5][c:6]2[c:7]([n:8]1[CH2:9][c:10]1[cH:11][cH:12][c:13](-[c:16]3[c:17]([C:22](=[O:23])[O:24][C:25]([CH3:26])([CH3:27])[CH3:28])[cH:18][cH:19][cH:20][cH:21]3)[cH:14][cH:15]1)[cH:29][c:30](-[c:34]1[n:35][cH:36][n:37]([CH2:39][c:40]3[cH:41][cH:42][cH:43][cH:44][cH:45]3)[cH:38]1)[cH:31][c:32]2[CH3:33].[CH2:53]([Cl:54])[Cl:55].[OH:46][C:47]([C:48]([F:49])([F:50])[F:51])=[O:52]>>[CH2:1]([CH2:2][CH3:3])[c:4]1[n:5][c:6]2[c:7]([n:8]1[CH2:9][c:10]1[cH:11][cH:12][c:13](-[c:16]3[c:17]([C:22](=[O:23])[OH:24])[cH:18][cH:19][cH:20][cH:21]3)[cH:14][cH:15]1)[cH:29][c:30](-[c:34]1[n:35][cH:36][n:37]([CH2:39][c:40]3[cH:41][cH:42][cH:43][cH:44][cH:45]3)[cH:38]1)[cH:31][c:32]2[CH3:33]. Conditions: temperature 0 celsius, time 30 minute. Reagents/catalysts: [Ti](Cl)(Cl)(Cl)Cl (Titanium tetrachloride). Solvent: O (water). As a reaction SMILES: [CH3:1][C:2]1[CH:7]=[CH:6][C:5]([O:8][CH3:9])=[CH:4][CH:3]=1.C(Cl)Cl.[CH3:13][O:14]C(Cl)Cl>[Ti](Cl)(Cl)(Cl)Cl.O>[CH3:9][O:8][C:5]1[CH:6]=[CH:7][C:2]([CH3:1])=[CH:3][C:4]=1[CH:13]=[O:14]. Reported procedure: 4-Methylanisole (12.2 g., 0.1 mole) in 300 ml. of methylene chloride was cooled to 0° C. Titanium tetrachloride (3.8 g., 0.2 mole) was added followed by the dropwise addition of 1,1-dichloromethyl methyl ether (13.8 g., 0.12 mole) over 3 minutes. After stirring for 30 minutes at 0° C., the reaction mixture was poured into 600 ml. of water. The aqueous phase was extracted with two further portions of methylene chloride. The combined organic phase/extracts was washed with brine, dried over anhydro... Reactants: CC1=CC=C(C=C1)OC (4-Methylanisole), C(Cl)Cl (methylene chloride), COC(Cl)Cl (1,1-dichloromethyl methyl ether). Yields the product COC1=C(C=O)C=C(C=C1)C (2-methoxy-5-methylbenzaldehyde). Reactants: C(C)(C)(C)OC([C@H]1N(CCC1)C([C@@H](NC(=O)OCC1=CC=CC=C1)C(C)C)=O)=O (N-benzyloxycarbonyl-L-valyl-L-proline tert-butyl ester). The reagents and catalysts are [Pd] (palladium on carbon). Solvent: CO (methanol). Product: C(C1=CC=CC=C1)OC(=O)N[C@@H](C(C)C)C(=O)N1[C@H](C(=O)O)CCC1 (N-benzyloxycarbonyl-L-valyl-L-proline). Yield: 69.7%. RXN SMILES: C([O:5][C:6](=[O:29])[C@@H:7]1[CH2:11][CH2:10][CH2:9][N:8]1[C:12](=[O:28])[C@H:13]([CH:25]([CH3:27])[CH3:26])[NH:14][C:15]([O:17][CH2:18][C:19]1[CH:24]=[CH:23][CH:22]=[CH:21][CH:20]=1)=[O:16])(C)(C)C>CO.[Pd]>[CH2:18]([O:17][C:15]([NH:14][C@H:13]([C:12]([N:8]1[CH2:9][CH2:10][CH2:11][C@H:7]1[C:6]([OH:29])=[O:5])=[O:28])[CH:25]([CH3:27])[CH3:26])=[O:16])[C:19]1[CH:24]=[CH:23][CH:22]=[CH:21][CH:20]=1. Reported procedure: A solution of N-benzyloxycarbonyl-L-valyl-L-proline tert-butyl ester (20 g) in methanol (300 ml) was hydrogenated at 50 psi over 10% palladium on carbon catalyst (2 g) for 12 hours. The reaction mixture was then filtered through diatomaceous earth and the filter cake washed with methanol. The filtrate was evaporated to give L-valyl-L-proline tert-butyl ester (A) (12 g) as an oil; NMR (300 MHz, d6 -DMSO): 0.80(d,3H), 0.92(d,3H), 1.74(s,9H), 1.79-2.15(m,5H), 3.22(d,1H), 3.30(bs,2H), 3.40(m,1H), 3.... Starting materials: CS(=O)(=O)O.NC1=NC=C2C=C(C(N(C2=C1)CC)=O)C=1C(=CC(=C(C1)NC(=O)NC1=CC=CC=C1)F)Cl (1-(5-(7-amino-1-ethyl-2-oxo-1,2-dihydro-1,6-naphthyridin-3-yl)-4-chloro-2-fluorophenyl)-3-phenylurea methanesulfonate), C(#N)CC(=O)OCC (ethyl cyanoacetate). Solvent: CN1CCCC1=O (NMP). Reaction conditions: temperature 125 celsius. The product is ClC1=C(C=C(C(=C1)F)NC(=O)NC1=CC=CC=C1)C=1C(N(C2=CC(=NC=C2C1)NC(CC#N)=O)CC)=O (N-(3-(2-chloro-4-fluoro-5-(3-phenylureido)phenyl)-1-ethyl-2-oxo-1,2-dihydro-1,6-naphthyridin-7-yl)-2-cyanoacetamide). Isolated yield 10.7%. As a reaction SMILES: CS(O)(=O)=O.[NH2:6][C:7]1[CH:16]=[C:15]2[C:10]([CH:11]=[C:12]([C:20]3[C:21]([Cl:37])=[CH:22][C:23]([F:36])=[C:24]([NH:26][C:27]([NH:29][C:30]4[CH:35]=[CH:34][CH:33]=[CH:32][CH:31]=4)=[O:28])[CH:25]=3)[C:13](=[O:19])[N:14]2[CH2:17][CH3:18])=[CH:9][N:8]=1.[C:38]([CH2:40][C:41](OCC)=[O:42])#[N:39]>CN1C(=O)CCC1>[Cl:37][C:21]1[CH:22]=[C:23]([F:36])[C:24]([NH:26][C:27]([NH:29][C:30]2[CH:31]=[CH:32][CH:33]=[CH:34][CH:35]=2)=[O:28])=[CH:25][C:20]=1[C:12]1[C:13](=[O:19])[N:14]([CH2:17][CH3:18])[C:15]2[C:10]([CH:11]=1)=[CH:9][N:8]=[C:7]([NH:6][C:41](=[O:42])[CH2:40][C:38]#[N:39])[CH:16]=2 |f:0.1|. Procedure details: A suspension of Example 21 (0.180 g, 0.398 mmol) in ethyl cyanoacetate (3 ml, 28.1 mmol) was heated at 125° C. overnight. The mixture was treated with NMP (0.3 mL), heated at 125° C. for 24 h, then cooled to RT and purified via silica gel chromatography (EtOAc/Hex). The material was re-purified via silica gel chromatography (THF/Hex), dissolved in 4:1 MeCN/H2O, frozen and lyophilized, treated with MTBE and the resulting solid collected via filtration and dried to afford N-(3-(2-chloro-4-fluoro-5... Starting materials: Cl.NC[C@@H](C(=O)OCC)NC(=O)OCC1=CC=CC=C1 (ethyl (2S)-3-amino-2-{[(benzyloxy)carbonyl]amino}propanoate hydrochloride), ClC(=O)OCC(C)C (Isobutyl chloroformate), C(C)(C)(C)OC(=O)N1CCC(CC1)CCC(C(=O)NCC(=O)O)CCC1CCN(CC1)C(=O)OC(C)(C)C (2-[(4-[1-(tert-butoxycarbonyl)-4-piperidyl]-2-{2-[1-(tert-butoxycarbonyl)-4-piperidyl]ethyl}butanoyl)amino]acetic acid), C(C)(C)(C)OC(=O)N1CCC(CC1)CCC(C(=O)NCC(=O)O)CCC1CCN(CC1)C(=O)OC(C)(C)C (2-[(4-[1-(tert-butoxycarbonyl)-4-piperidyl]-2-{2-[1-(tert-butoxycarbonyl)-4-piperidyl]ethyl}butanoyl)amino]acetic acid), CN1CCOCC1 (N-methylmorpholine). The solvent is C(C)(=O)OCC (ethyl acetate). Run at time 20 minute. Product: C(C)(C)(C)OC(=O)N1CCC(CC1)CCC(CCC1CCN(CC1)C(=O)OC(C)(C)C)C(NCC(NC[C@H](NC(OCC1=CC=CC=C1)=O)C(=O)OCC)=O)=O (tert-Butyl 4-[(10S)-3-{2-[1-(tert-Butoxycarbonyl)-4-piperidyl]ethyl}-10-(ethoxycarbonyl)-4,7,12-trioxo-14-phenyl-13-oxa-5,8,11-triazatetradec-1-yl]tetrahydro-1(2H)-pyridinecarboxylate). The yield is 90.9%. RXN SMILES: ClC(OCC(C)C)=O.[C:9]([O:13][C:14]([N:16]1[CH2:21][CH2:20][CH:19]([CH2:22][CH2:23][CH:24]([CH2:32][CH2:33][CH:34]2[CH2:39][CH2:38][N:37]([C:40]([O:42][C:43]([CH3:46])([CH3:45])[CH3:44])=[O:41])[CH2:36][CH2:35]2)[C:25]([NH:27][CH2:28][C:29](O)=[O:30])=[O:26])[CH2:18][CH2:17]1)=[O:15])([CH3:12])([CH3:11])[CH3:10].CN1CCOCC1.Cl.[NH2:55][CH2:56][C@H:57]([NH:63][C:64]([O:66][CH2:67][C:68]1[CH:73]=[CH:72][CH:71]=[CH:70][CH:69]=1)=[O:65])[C:58]([O:60][CH2:61][CH3:62])=[O:59]>C(OCC)(=O)C>[C:43]([O:42][C:40]([N:37]1[CH2:36][CH2:35][CH:34]([CH2:33][CH2:32][CH:24]([C:25](=[O:26])[NH:27][CH2:28][C:29](=[O:30])[NH:55][CH2:56][C@@H:57]([C:58]([O:60][CH2:61][CH3:62])=[O:59])[NH:63][C:64](=[O:65])[O:66][CH2:67][C:68]2[CH:69]=[CH:70][CH:71]=[CH:72][CH:73]=2)[CH2:23][CH2:22][CH:19]2[CH2:20][CH2:21][N:16]([C:14]([O:13][C:9]([CH3:10])([CH3:11])[CH3:12])=[O:15])[CH2:17][CH2:18]2)[CH2:39][CH2:38]1)=[O:41])([CH3:44])([CH3:45])[CH3:46] |f:3.4|. Reported procedure: Isobutyl chloroformate (13 g, 95.2 mmol) is added, at room temperature, to a solution of 2-[(4-[1-(tert-butoxycarbonyl)-4-piperidyl]-2-{2-[1-(tert-butoxycarbonyl)-4-piperidyl]ethyl}butanoyl)amino]acetic acid (compound 4) (46 g, 85.2 mmol) in 550 ml of ethyl acetate and N-methylmorpholine (19 g, 188 mmol), and a suspension is obtained. After stirring for 20 minutes, ethyl (2S)-3-amino-2-{[(benzyloxy)carbonyl]amino}propanoate hydrochloride (26.3 g, 86.9 mmol) is added. Stirring is continued for 18... The yield is 31.0%. Starting materials: C1(=CC=CC=C1)C=CC1=C(C=CC=C1)Br (1-phenyl-2-(2-bromophenyl)ethylene), [Mg] (magnesium), C(C(=O)OC)(=O)OC (dimethyl oxalate). The product is C1(=CC=CC=C1)\C=C/C1=C(C=CC=C1)C(C(=O)OC)=O (Z-methyl 2-(2'-phenylethenyl)phenylglyoxalate). Reaction conditions: temperature -15 celsius, time 30 minute. RXN SMILES: [C:1]1([CH:7]=[CH:8][C:9]2[CH:14]=[CH:13][CH:12]=[CH:11][C:10]=2Br)[CH:6]=[CH:5][CH:4]=[CH:3][CH:2]=1.[Mg].[C:17](OC)(=[O:22])[C:18]([O:20][CH3:21])=[O:19]>C1COCC1>[C:1]1(/[CH:7]=[CH:8]\[C:9]2[CH:14]=[CH:13][CH:12]=[CH:11][C:10]=2[C:17](=[O:22])[C:18]([O:20][CH3:21])=[O:19])[CH:6]=[CH:5][CH:4]=[CH:3][CH:2]=1. Procedure details: A solution of the Grignard agent prepared from part of the mixture of isomers of 1-phenyl-2-(2-bromophenyl)ethylene described above (5.58 g) and magnesium (0.63 g) in dry THF (20 ml) was added dropwise over 30 mins. to a stirred solution of dimethyl oxalate (5.06 g) in dry THF (40 ml) cooled to -15° C. The resulting mixture was stirred at about -15° C. for 30 minutes, then at room temperature for 1 hour, then poured into dilute hydrochlorice acid and extracted with ether. The extracts were washe... Solvent: C1CCOC1 (THF), C1CCOC1 (THF).